Dataset: the Open Reaction Database (ORD), a public repository of structured organic reaction records. Task: describe an organic reaction: reactants, conditions, products, and yield Starting materials: CC1=C(C=C(C=C1C)C)O (2,3,5-trimethylphenol), C=O (paraformaldehyde), [Mg+2].[Cl-].[Cl-] (MgCl2), TEA. The solvent is C(C)#N (acetonitrile). Yields the product OC1=C(C(=CC(=C1C=O)C)C)C (6-hydroxy-2,4,5-trimethylbenzaldehyde). As a reaction SMILES: [CH3:1][C:2]1[C:7]([CH3:8])=[CH:6][C:5]([CH3:9])=[CH:4][C:3]=1[OH:10].[CH2:11]=[O:12].[Mg+2].[Cl-].[Cl-]>C(#N)C>[OH:10][C:3]1[C:4]([CH:11]=[O:12])=[C:5]([CH3:9])[CH:6]=[C:7]([CH3:8])[C:2]=1[CH3:1] |f:2.3.4|. Procedure details: To a solution of 2,3,5-trimethylphenol (11.2 g, 82.0 mmoles) in 400 mL of acetonitrile was added paraformaldehyde (17.2 g, 574 mmoles), anhydrous MgCl2 (11.7 g, 123 mmoles), and TEA (43 mL 31 g, 308 mmoles). The mixture was refluxed for 6 h with stirring. After cooling, the mixture was partially concentrated, water added, and the mixture acidified with dilute aqueous HCl. The mixture was extracted with three times with Et2O, the combined organic extracts washed with brine, dried over Na2SO4, fil... Reactants: CSC1=CC(=C(C(=O)OC)C=C1)[N+](=O)[O-] (methyl 4-(methylthio)-2-nitrobenzoate), OCC1(O)[C@H](O)[C@H](O)[C@H](O)CO1 (Psi), [H][H] (hydrogen). Reagents/catalysts: [Pt]=S (platinum sulfide). Solvent: C(C)(=O)OC (methyl acetate). The product is NC1=C(C(=O)OC)C=CC(=C1)SC (methyl 2-amino-4-(methylthio)benzoate), solid. Reaction SMILES: [CH3:1][S:2][C:3]1[CH:12]=[CH:11][C:6]([C:7]([O:9][CH3:10])=[O:8])=[C:5]([N+:13]([O-])=O)[CH:4]=1.OCC1(OC[C@@H](O)[C@@H](O)[C@H]1O)O.[H][H]>C(OC)(=O)C.[Pt]=S>[NH2:13][C:5]1[CH:4]=[C:3]([S:2][CH3:1])[CH:12]=[CH:11][C:6]=1[C:7]([O:9][CH3:10])=[O:8]. Procedure: A mixture of methyl 4-(methylthio)-2-nitrobenzoate (11.3 g. 49.7 mmol) and 5% platinum sulfide on carbon catalyst (0.7 g) in methyl acetate (40 mL) was hydrogenated at 750 Psi and 75° C. until hydrogen uptake ceased. The mixture was filtered through Celite®, and the filtrate solvent was rotary evaporated, leaving methyl 2-amino-4-(methylthio)benzoate as a slightly tan crystalline solid (8.7 g) melting at 57°-59° C. Reactants: O=C(Cl)CF, Cc1cc(Cl)ccc1NC(=O)c1cc([N+](=O)[O-])ccc1N, C1CCOC1, c1ccncc1. Yields the product Cc1cc(Cl)ccc1NC(=O)c1cc([N+](=O)[O-])ccc1NC(=O)CF. Reaction SMILES: [F:28][CH2:29][C:30](=[O:31])[Cl:32].[NH2:1][c:2]1[c:3]([C:4](=[O:5])[NH:6][c:7]2[c:8]([CH3:14])[cH:9][c:10]([Cl:13])[cH:11][cH:12]2)[cH:15][c:16]([N+:19](=[O:20])[O-:21])[cH:17][cH:18]1.[O:33]1[CH2:34][CH2:35][CH2:36][CH2:37]1.[cH:22]1[cH:23][cH:24][n:25][cH:26][cH:27]1>>[NH:1]([c:2]1[c:3]([C:4](=[O:5])[NH:6][c:7]2[c:8]([CH3:14])[cH:9][c:10]([Cl:13])[cH:11][cH:12]2)[cH:15][c:16]([N+:19](=[O:20])[O-:21])[cH:17][cH:18]1)[C:30]([CH2:29][F:28])=[O:31].